From a dataset of the Open Reaction Database (ORD), a public repository of structured organic reaction records. describe an organic reaction: reactants, conditions, products, and yield Starting materials: C(C)N(C(C)C)C(C)C (N-ethyl-N,N-diisopropylamine), ice water, CS(=O)C (dimethyl sulfoxide), C(C(=O)Cl)(=O)Cl (oxalyl chloride), C(C1=CC=CC=C1)OC(=O)NCCCCCCO (6-(N-benzyloxycarbonylamino)hexan-1-ol). Solvent: C(Cl)Cl (methylene chloride). Run at time 25 minute. The product is C(C1=CC=CC=C1)OC(=O)NCCCCCC=O (6-(N-benzyloxycarbonylamino)hexanal). RXN SMILES: CS(C)=O.C(Cl)(=O)C(Cl)=O.[CH2:11]([O:18][C:19]([NH:21][CH2:22][CH2:23][CH2:24][CH2:25][CH2:26][CH2:27][OH:28])=[O:20])[C:12]1[CH:17]=[CH:16][CH:15]=[CH:14][CH:13]=1.C(N(C(C)C)C(C)C)C>C(Cl)Cl>[CH2:11]([O:18][C:19]([NH:21][CH2:22][CH2:23][CH2:24][CH2:25][CH2:26][CH:27]=[O:28])=[O:20])[C:12]1[CH:17]=[CH:16][CH:15]=[CH:14][CH:13]=1. Procedure: 0.32 ml (4.40 mmol) of dimethyl sulfoxide is added dropwise under nitrogen to a solution of 0.19 ml (2.20 mmol) of oxalyl chloride in 10 ml of methylene chloride which is being stirred at -50°. The mixture is stirred for 15 minutes, and then 0.5 g (2 mmol) of 6-(N-benzyloxycarbonylamino)hexan-1-ol is added. Stirring is continued at -50° for 25 minutes, 1.78 ml (10 mmol) of N-ethyl-N,N-diisopropylamine are added dropwise and the mixture is poured into 10 ml of ice-water. The organic phase is sepa... Reactants: C(=O)C1=CC(=C(C=C1)N=C1N(C2(CS1)CCCC2)C2CCCC2)CC (2-(4-formyl-2-ethylphenylimino)-1-cyclopentyl-3-thia-1-azaspiro[4.4]nonane), O=C(CP(OCC)(OCC)=O)C (diethyl (2-oxopropyl)phosphonate). Yields the product C(C)C1=C(C=CC(=C1)\C=C\C(C)=O)N=C1N(C2(CS1)CCCC2)C2CCCC2 (2-(2-ethyl-4-((1E)-2-acetylvinyl)phenylimino)-1-cyclopentyl-3-thia-1-azaspiro[4.4]nonane). RXN SMILES: [CH:1]([C:3]1[CH:8]=[CH:7][C:6]([N:9]=[C:10]2[S:14][CH2:13][C:12]3([CH2:18][CH2:17][CH2:16][CH2:15]3)[N:11]2[CH:19]2[CH2:23][CH2:22][CH2:21][CH2:20]2)=[C:5]([CH2:24][CH3:25])[CH:4]=1)=O.[O:26]=[C:27]([CH3:37])[CH2:28]P(=O)(OCC)OCC>>[CH2:24]([C:5]1[CH:4]=[C:3](/[CH:1]=[CH:28]/[C:27](=[O:26])[CH3:37])[CH:8]=[CH:7][C:6]=1[N:9]=[C:10]1[S:14][CH2:13][C:12]2([CH2:15][CH2:16][CH2:17][CH2:18]2)[N:11]1[CH:19]1[CH2:23][CH2:22][CH2:21][CH2:20]1)[CH3:25]. Procedure details: 1-Hydroxymethylcyclopentanamine was prepared according to Method B1c. The 2-hydroxyethylamine was converted to 1-chloromethylcyclopentanamine HCl salt according to Method B7e. 1-Chloromethylcyclopentanamine HCl salt was reacted with 4-cyano-2-ethylphenyl isothiocyanate according to Method C1e to give 2-(4-cyano-2-ethylphenylimino)-3-thia-1-azaspiro[4.4]nonane. The thiazolidine was reacted with cyclopentyl bromide according to Method D2b to give 2-(4-cyano-2-ethylphenylimino)-1-cyclopentyl-3-thia...